This data is from the Open Reaction Database (ORD), a public repository of structured organic reaction records. The task is: describe an organic reaction: reactants, conditions, products, and yield Reactants: [Br-], CCOC(=O)C(C(=O)OCC)=C(C)C, C1CCOC1, [Mg+]C1CC1, [Cu]I. Product: CCOC(=O)C(C(=O)OCC)C(C)(C)C1CC1. Reaction SMILES: [Br-:1].[C:6]([CH3:7])([CH3:8])=[C:9]([C:10](=[O:11])[O:12][CH2:13][CH3:14])[C:15](=[O:16])[O:17][CH2:18][CH3:19].[CH2:20]1[O:21][CH2:22][CH2:23][CH2:24]1.[CH:2]1([Mg+:5])[CH2:3][CH2:4]1.[Cu:25][I:26]>>[CH:2]1([C:6]([CH3:7])([CH3:8])[CH:9]([C:10](=[O:11])[O:12][CH2:13][CH3:14])[C:15](=[O:16])[O:17][CH2:18][CH3:19])[CH2:3][CH2:4]1. Reactants: COC(=O)CCC#CCCC(=O)O (6-methoxycarbonyl-1-carboxy-3-hexyne), O1C=CC=C1 (furan), ClC(C(=O)OC(C(Cl)Cl)=O)Cl (dichloroacetic anhydride). Solvent: C1(=CC=CC=C1)C (toluene). The product is O=C(CCC#CCCC(=O)OC)C=1OC=CC1 (1-oxo-1-furyl-7-methoxycarbonyl-4-heptyne). Yield: 64.9%. RXN SMILES: [CH3:1][O:2][C:3]([CH2:5][CH2:6][C:7]#[C:8][CH2:9][CH2:10][C:11]([OH:13])=O)=[O:4].[O:14]1[CH:18]=[CH:17][CH:16]=[CH:15]1.ClC(Cl)C(OC(=O)C(Cl)Cl)=O>C1(C)C=CC=CC=1>[O:13]=[C:11]([C:15]1[O:14][CH:18]=[CH:17][CH:16]=1)[CH2:10][CH2:9][C:8]#[C:7][CH2:6][CH2:5][C:3]([O:2][CH3:1])=[O:4]. Procedure details: A mixture of 6-methoxycarbonyl-1-carboxy-3-hexyne [VI-1] (18.4 g, 0.1 mole), furan (13.6 g, 0.2 mole), dichloroacetic anhydride (28.8 g, 0.12 mole), boron trifluoride ether complex (3.2 g) and toluene (100 ml) is reacted at 20°-30° C. for 10 hours. After completion of the reaction, the reaction mixture is cooled and washed successively with water, 5% aqueous sodium carbonate solution and water. The organic layer is dried over anhydrous magnesium sulfate, concentrated under reduced pressure, and ...